From a dataset of the Open Reaction Database (ORD), a public repository of structured organic reaction records. describe an organic reaction: reactants, conditions, products, and yield The reactants are CCOC(C)=O, CCCS(=O)(=O)OCCN(C)S(=O)(=O)CCC, C1CCCCC1, CCOC(C)=O, CCOC(=O)NC1CCc2ccc(O)cc2C1Cc1ccc(Cl)cc1, [H-], [Na+], CN(C)C=O, O. Yields the product CCCS(=O)(=O)N(C)CCOc1ccc2c(c1)C(Cc1ccc(Cl)cc1)C(NC(=O)OCC)CC2. RXN SMILES: [C:62]([O:63][CH2:64][CH3:65])(=[O:66])[CH3:67].[CH2:28]([S:29]([O:30][CH2:35][CH2:36][N:37]([S:38](=[O:39])(=[O:40])[CH2:41][CH2:42][CH3:43])[CH3:44])(=[O:31])=[O:32])[CH2:33][CH3:34].[CH2:56]1[CH2:57][CH2:58][CH2:59][CH2:60][CH2:61]1.[CH3:45][CH2:46][O:47][C:48](=[O:49])[CH3:50].[Cl:1][c:2]1[cH:3][cH:4][c:5]([CH2:6][CH:7]2[CH:8]([NH:18][C:19]([O:20][CH2:21][CH3:22])=[O:23])[CH2:9][CH2:10][c:11]3[cH:12][cH:13][c:14]([OH:17])[cH:15][c:16]32)[cH:24][cH:25]1.[H-:26].[Na+:27].[O:51]=[CH:52][N:53]([CH3:54])[CH3:55].[OH2:68]>>[Cl:1][c:2]1[cH:3][cH:4][c:5]([CH2:6][CH:7]2[CH:8]([NH:18][C:19]([O:20][CH2:21][CH3:22])=[O:23])[CH2:9][CH2:10][c:11]3[cH:12][cH:13][c:14]([O:17][CH2:35][CH2:36][N:37]([S:38](=[O:39])(=[O:40])[CH2:41][CH2:42][CH3:43])[CH3:44])[cH:15][c:16]32)[cH:24][cH:25]1. The reactants are FC1=CC2=C(C(=NO2)C2CCNCC2)C=C1 (4-(6-fluoro-1,2-benzisoxazol-3-yl)piperidine), C(=O)([O-])[O-].[K+].[K+] (K2CO3), BrCC(=O)N (2-bromoacetamide). Solvent: C(C)#N (acetonitrile). The product is FC1=CC2=C(C(=NO2)C2CCN(CC2)CC(=O)N)C=C1 (2-[4-(6-fluoro-1,2-benzisoxazol-3-yl)-1-piperidinyl]acetamide). Isolated yield 33.1%. As a reaction SMILES: [F:1][C:2]1[CH:16]=[CH:15][C:5]2[C:6]([CH:9]3[CH2:14][CH2:13][NH:12][CH2:11][CH2:10]3)=[N:7][O:8][C:4]=2[CH:3]=1.C([O-])([O-])=O.[K+].[K+].Br[CH2:24][C:25]([NH2:27])=[O:26]>C(#N)C>[F:1][C:2]1[CH:16]=[CH:15][C:5]2[C:6]([CH:9]3[CH2:10][CH2:11][N:12]([CH2:24][C:25]([NH2:27])=[O:26])[CH2:13][CH2:14]3)=[N:7][O:8][C:4]=2[CH:3]=1 |f:1.2.3|. Procedure details: The mixture of 4-(6-fluoro-1,2-benzisoxazol-3-yl)piperidine (6.77 g, 30.7 mmol), K2CO3 (5 g, 36.2 mmol) and 2-bromoacetamide (4.46 g, 32.3 mmol) in acetonitrile (250 ml) was heated to reflux for 4 hours. The insolubles were filtered and rinsed with dichloromethane (DCM). The solvents were removed. The residual solid was dissolved in DCM and upon concentration of this solution, 2.3 g of product crystallized out and was collected when the volume was reduced to about 50 ml. The rest of the product ... Starting materials: C(C)C1C(CC(C(C(OC(C2CCCCN2C(C(C2(C(CC(C(C(CC(C(C(=C1)C)F)C)OC)O2)OC)C)O)=O)=O)=O)C(=CC2CC(C(CC2)=O)OC)C)C)O)=O (17-Ethyl-20-fluoro-1,14-dihydroxy-12-[2'-(3"-methoxy-4"-oxo-cyclohexyl)-1'-methylvinyl]-23,25-dimethoxy-13,19,21,27-tetramethyl-11,28-dioxa-4-azatricyclo [22.3.1.04,9 ]-octacos-18-ene-2,3,10,16-tetraone), C(C1=CC=CC=C1)N (benzylamine), C(#N)[BH3-].[Na+] (sodium cyanoborohydride), ice water. Run in C(C)(C)O (isopropyl alcohol), C(C)(C)O (isopropyl alcohol). Reaction conditions: time 30 minute. The product is C(C)C1C(CC(C(C(OC(C2CCCCN2C(C(C2(C(CC(C(C(CC(C(C(=C1)C)F)C)OC)O2)OC)C)O)=O)=O)=O)C(=CC2CC(C(CC2)NCC2=CC=CC=C2)OC)C)C)O)=O (17-Ethyl-20-fluoro-1,14-dihydroxy-12-[2'-(4"-benzylamino-3"-methoxycyclohexyl)-1'-methylvinyl]-23,25-dimethoxy-13,19,21,27-tetramethyl-11, 28-dioxa-4-azatricyclo-[22.3.1.04,9 ]octacos-18-ene-2,3,10,16-tetraone). As a reaction SMILES: [CH2:1]([CH:3]1[CH:29]=[C:28]([CH3:30])[CH:27]([F:31])[CH:26]([CH3:32])[CH2:25][CH:24]([O:33][CH3:34])[CH:23]2[O:35][C:19]([OH:39])([CH:20]([CH3:38])[CH2:21][CH:22]2[O:36][CH3:37])[C:18](=[O:40])[C:17](=[O:41])[N:16]2[CH:11]([CH2:12][CH2:13][CH2:14][CH2:15]2)[C:10](=[O:42])[O:9][CH:8]([C:43]([CH3:54])=[CH:44][CH:45]2[CH2:50][CH2:49][C:48](=O)[CH:47]([O:52][CH3:53])[CH2:46]2)[CH:7]([CH3:55])[CH:6]([OH:56])[CH2:5][C:4]1=[O:57])[CH3:2].[CH2:58]([NH2:65])[C:59]1[CH:64]=[CH:63][CH:62]=[CH:61][CH:60]=1.C([BH3-])#N.[Na+]>C(O)(C)C>[CH2:1]([CH:3]1[CH:29]=[C:28]([CH3:30])[CH:27]([F:31])[CH:26]([CH3:32])[CH2:25][CH:24]([O:33][CH3:34])[CH:23]2[O:35][C:19]([OH:39])([CH:20]([CH3:38])[CH2:21][CH:22]2[O:36][CH3:37])[C:18](=[O:40])[C:17](=[O:41])[N:16]2[CH:11]([CH2:12][CH2:13][CH2:14][CH2:15]2)[C:10](=[O:42])[O:9][CH:8]([C:43]([CH3:54])=[CH:44][CH:45]2[CH2:50][CH2:49][CH:48]([NH:65][CH2:58][C:59]3[CH:64]=[CH:63][CH:62]=[CH:61][CH:60]=3)[CH:47]([O:52][CH3:53])[CH2:46]2)[CH:7]([CH3:55])[CH:6]([OH:56])[CH2:5][C:4]1=[O:57])[CH3:2] |f:2.3|. Reported procedure: To a solution of 17-ethyl-20-fluoro-1, 14-dihydroxy-12-[2'-(3"-methoxy-4"-oxocyclohexyl)-1'-methylvinyl]-23,25-dimethoxy-13,19,21,27-tetramethyl-11,28-dioxa-4-azatricyclo[22.3.1.04,9 ] octacos-18-ene-2,3,10,16-tetraone from Example 24 (79.7 mg) in dry isopropyl alcohol (3 ml) is added benzylamine (86.5 mg). The mixture is stirred at r.t. for 30 min., and cooled to -78° C. To this solution is added a solution of sodium cyanoborohydride (6.7 mg) in isopropyl alcohol (0.5 ml). The reaction is stirr... Reactants: CCO, Cl, CCOC(=O)Cc1oc(-c2ccc(F)cc2)nc1-c1cccs1, [Na+], C1CCOC1, [OH-]. The product is O=C([O-])Cc1oc(-c2ccc(F)cc2)nc1-c1cccs1, [Na+]. As a reaction SMILES: [CH3:32][CH2:33][OH:34].[ClH:26].[F:1][c:2]1[cH:3][cH:4][c:5](-[c:8]2[o:9][c:10]([CH2:18][C:19](=[O:20])[O:21][CH2:22][CH3:23])[c:11](-[c:13]3[s:14][cH:15][cH:16][cH:17]3)[n:12]2)[cH:6][cH:7]1.[Na+:25].[O:27]1[CH2:28][CH2:29][CH2:30][CH2:31]1.[OH-:24]>>[F:1][c:2]1[cH:3][cH:4][c:5](-[c:8]2[o:9][c:10]([CH2:18][C:19](=[O:20])[O-:21])[c:11](-[c:13]3[s:14][cH:15][cH:16][cH:17]3)[n:12]2)[cH:6][cH:7]1.[Na+:25]. Starting materials: ClC1=C(C=C2C(NC(=NC2=C1)C=1C=C(C=CC1OCCC)S(=O)(=O)N1CCN(CC1)C)=O)[N+](=O)[O-] (1-[[3-(7-chloro-3,4-dihydro-6-nitro-4-oxo-2-quinazolinyl)-4-propoxyphenyl]sulfonyl]-4-methylpiperazine), 2-(2-butoxyphenyl)-7-chloro-6-nitro-4(3H)-quinazoline, solvent A, solvent B, CO (MeOH), CO (MeOH). The product is ClC1=C(C=C2C(NC(=NC2=C1)C=1C=C(C=CC1OCCCC)S(=O)(=O)N1CCN(CC1)C)=O)[N+](=O)[O-] (1-[[3-(7-Chloro-3,4-dihydro-6-nitro-4-oxo-2-quinazolinyl)-4-butoxyphenyl]sulfonyl]-4-methylpiperazine). Yield: 68.0%. RXN SMILES: [Cl:1][C:2]1[CH:11]=[C:10]2[C:5]([C:6](=[O:32])[NH:7][C:8]([C:12]3[CH:13]=[C:14]([S:22]([N:25]4[CH2:30][CH2:29][N:28]([CH3:31])[CH2:27][CH2:26]4)(=[O:24])=[O:23])[CH:15]=[CH:16][C:17]=3[O:18][CH2:19][CH2:20][CH3:21])=[N:9]2)=[CH:4][C:3]=1[N+:33]([O-:35])=[O:34].[CH3:36]O>>[Cl:1][C:2]1[CH:11]=[C:10]2[C:5]([C:6](=[O:32])[NH:7][C:8]([C:12]3[CH:13]=[C:14]([S:22]([N:25]4[CH2:26][CH2:27][N:28]([CH3:31])[CH2:29][CH2:30]4)(=[O:23])=[O:24])[CH:15]=[CH:16][C:17]=3[O:18][CH2:19][CH2:20][CH2:21][CH3:36])=[N:9]2)=[CH:4][C:3]=1[N+:33]([O-:35])=[O:34]. Reported procedure: Prepared using the above method for preparing 1-[[3-(7-chloro-3,4-dihydro-6-nitro-4-oxo-2-quinazolinyl)-4-propoxyphenyl]sulfonyl]-4-methylpiperazine, starting with 2-(2-butoxyphenyl)-7-chloro-6-nitro-4(3H)-quinazoline. Yield: 68%; LRMS [MH+] 536.2; HPLC (YMC S5 ODS 4.6×50 mm column, 4 minute gradient-0% B to 100% B, 4 mL/min flow, solvent A: 10% MeOH-90% H2O-0.2% H3PO4, solvent B: 90% MeOH-10% H2O-0.2% H3PO4) retention time 3.71 minutes. Reactants: C=CCBr, [H-], [Na+], CN(C)C=O, CCOC(=O)CO. The product is C=CCOCC(=O)OCC. RXN SMILES: [CH2:10]([CH:11]=[CH2:12])[Br:13].[H-:9].[Na+:8].[O:14]=[CH:15][N:16]([CH3:17])[CH3:18].[OH:1][CH2:2][C:3](=[O:4])[O:5][CH2:6][CH3:7]>>[O:1]([CH2:2][C:3](=[O:4])[O:5][CH2:6][CH3:7])[CH2:12][CH:11]=[CH2:10].